This data is from the Open Reaction Database (ORD), a public repository of structured organic reaction records. The task is: describe an organic reaction: reactants, conditions, products, and yield Starting materials: O=N[O-], CC(C)(C)C(N)C(=O)O, [Na+], O, O=S(=O)(O)O. Product: CC(C)(C)C(O)C(=O)O. RXN SMILES: [N:10](=[O:11])[O-:12].[NH2:1][CH:2]([C:3]([CH3:4])([CH3:5])[CH3:6])[C:7](=[O:8])[OH:9].[Na+:13].[OH2:19].[S:14](=[O:15])(=[O:16])([OH:17])[OH:18]>>[CH:2]([C:3]([CH3:4])([CH3:5])[CH3:6])([C:7](=[O:8])[OH:9])[OH:11]. Reactants: CNC(NN)=S (4-methylthiosemicarbazide), C(C)OC(C(C(=O)C)Cl)=O (ethyl-2-chloro-acetoacetate). Solvent: C1CCOC1 (THF). Reaction conditions: time 30 minute. Product: C(C)OC(=O)C=1C(=NNC1NC)C (3-methyl-5-methylamino-1H-pyrazole-4-carboxylic acid ethyl ester). Yield: 59.7%. Reaction SMILES: [CH3:1][NH:2][C:3](=S)[NH:4][NH2:5].[CH2:7]([O:9][C:10](=[O:16])[CH:11](Cl)[C:12]([CH3:14])=O)[CH3:8]>C1COCC1>[CH2:7]([O:9][C:10]([C:11]1[C:12]([CH3:14])=[N:5][NH:4][C:3]=1[NH:2][CH3:1])=[O:16])[CH3:8]. Procedure: A mixture of 1 g of 4-methylthiosemicarbazide (9.51 mmol) and 1.565 g of ethyl-2-chloro-acetoacetate (9.51 mmol) in THF (20 ml) was stirred for 30 min at RT and then heated to reflux for 1 h. The yellow solid that precipitated was filtered off, washed with acetone and then dissolved in hot (95° C.) water. The precipitating sulfur was filtered off, the aqueous solution was cooled to 0° C., vigorously stirred and 5 ml of an aqueous ammonium hydroxide solution (25%) were added. A white precipitate ... Starting materials: C(C)(C)[C@H]1C(O[C@@H](C1)[C@H](C[C@H](CC1=CC(=C(C=C1)OCCCO)OCCCOC)C(C)C)NC(=O)OC(C)(C)C)=O (3(S)-isopropyl-5(S)-{1(S)-tert-butoxycarbonylamino-3(S)-isopropyl-4-[4-(3-hydroxypropyloxy)-3-(3-methoxypropyloxy)-phenyl]-butyl}-tetrahydrofuran-2-one), NCCN1CCOCC1 (4-(2-aminoethyl)-morpholine). Run in C(C)(=O)O (acetic acid). Run at temperature 45 celsius, time 6 hour. Product: O1CCN(CC1)CCNC([C@@H](C[C@@H]([C@H](C[C@H](CC1=CC(=C(C=C1)OCCCO)OCCCOC)C(C)C)NC(=O)OC(C)(C)C)O)C(C)C)=O (5(S)-Tert-butoxycarbonylamino-4(S)-hydroxy-2(S),7(S)-diisopropyl-8-[4-(3-hydroxypropyloxy)-3-(3-methoxypropyloxy)-phenyl]-octanoic acid (N-2-morpholinoethyl)amide). As a reaction SMILES: [CH:1]([C@@H:4]1[CH2:8][C@@H:7]([C@@H:9]([NH:33][C:34]([O:36][C:37]([CH3:40])([CH3:39])[CH3:38])=[O:35])[CH2:10][C@@H:11]([CH:30]([CH3:32])[CH3:31])[CH2:12][C:13]2[CH:18]=[CH:17][C:16]([O:19][CH2:20][CH2:21][CH2:22][OH:23])=[C:15]([O:24][CH2:25][CH2:26][CH2:27][O:28][CH3:29])[CH:14]=2)[O:6][C:5]1=[O:41])([CH3:3])[CH3:2].[NH2:42][CH2:43][CH2:44][N:45]1[CH2:50][CH2:49][O:48][CH2:47][CH2:46]1>C(O)(=O)C>[O:48]1[CH2:49][CH2:50][N:45]([CH2:44][CH2:43][NH:42][C:5](=[O:41])[C@H:4]([CH:1]([CH3:2])[CH3:3])[CH2:8][C@H:7]([OH:6])[C@@H:9]([NH:33][C:34]([O:36][C:37]([CH3:39])([CH3:40])[CH3:38])=[O:35])[CH2:10][C@@H:11]([CH:30]([CH3:31])[CH3:32])[CH2:12][C:13]2[CH:18]=[CH:17][C:16]([O:19][CH2:20][CH2:21][CH2:22][OH:23])=[C:15]([O:24][CH2:25][CH2:26][CH2:27][O:28][CH3:29])[CH:14]=2)[CH2:46][CH2:47]1. Procedure: A mixture of 84 mg of 3(S)-isopropyl-5(S)-{1(S)-tert-butoxycarbonylamino-3(S)-isopropyl-4-[4-(3-hydroxypropyloxy)-3-(3-methoxypropyloxy)-phenyl]-butyl}-tetrahydrofuran-2-one, 0.6 ml of 4-(2-aminoethyl)-morpholine and 0.025 ml of glacial acetic acid is stirred for 16 hours at room temperature and for 6 hours at 45° C. and is then partitioned between diethyl ether (2×) and saturated NaHCO3 solution (1×) and water (2×). The organic phases are combined, dried over magnesium sulfate and concentrated ... Reactants: C(C)C(N(C1=CC(=C(C=C1)OCC(C)(C)C)C#N)C(=O)OC(C)(C)C)C(=O)O (ethyl N-tert-butoxycarbonyl-N-(3-cyano-4-neopentyloxyphenyl)glycine), FC(C(=O)O)(F)F (trifluoroacetic acid), C([O-])([O-])=O.[K+].[K+] (potassium carbonate). Conditions: time 1 hour. The product is C(C)N(CC(=O)O)C1=CC(=C(C=C1)OCC(C)(C)C)C#N (Ethyl N-(3-cyano-4-neopentyloxyphenyl)glycine). As a reaction SMILES: C([CH:3]([C:26]([OH:28])=[O:27])[N:4]([C:19](OC(C)(C)C)=O)[C:5]1[CH:10]=[CH:9][C:8]([O:11][CH2:12][C:13]([CH3:16])([CH3:15])[CH3:14])=[C:7]([C:17]#[N:18])[CH:6]=1)C.F[C:30](F)(F)C(O)=O.C(=O)([O-])[O-].[K+].[K+]>>[CH2:19]([N:4]([C:5]1[CH:10]=[CH:9][C:8]([O:11][CH2:12][C:13]([CH3:16])([CH3:15])[CH3:14])=[C:7]([C:17]#[N:18])[CH:6]=1)[CH2:3][C:26]([OH:28])=[O:27])[CH3:30] |f:2.3.4|. Reported procedure: To dimethylformamide solution (240 ml) containing N-(3-cyano-4-neopentyloxyphenyl)-tert-butoxycarboxamide (24.5 g) was added sodium hydride (60% content, 1.15 g) under ice-cooling and the mixture was stirred for 30 min. The mixture was warmed to room temperature and stirred further for 1 h. The reaction mixture was ice-cooled and ethyl bromoacetate (24.5 g) was added, which was followed by stirring for 1 h. The reaction mixture was poured into water and extracted with ethyl acetate. The organic ... The reactants are COC=1C=C(C=C(C1)OC)C=CC(=O)O (3-(3,5-Dimethoxy-phenyl)-acrylic acid), [H][H] (hydrogen). The reagents and catalysts are [Pd] (Pd/C). Run in CCOC(=O)C (EtOAc), CO (MeOH). The product is COC=1C=C(C=C(C1)OC)CCC(=O)O (3-(3,5-Dimethoxy-phenyl)-propionic acid). Isolated yield 96.5%. Reaction SMILES: [CH3:1][O:2][C:3]1[CH:4]=[C:5]([CH:11]=[CH:12][C:13]([OH:15])=[O:14])[CH:6]=[C:7]([O:9][CH3:10])[CH:8]=1.[H][H]>CCOC(C)=O.CO.[Pd]>[CH3:10][O:9][C:7]1[CH:6]=[C:5]([CH2:11][CH2:12][C:13]([OH:15])=[O:14])[CH:4]=[C:3]([O:2][CH3:1])[CH:8]=1. Procedure details: To a solution of 3-(3,5-Dimethoxy-phenyl)-acrylic acid (12 g, 57.7 mmol) in EtOAc (100 ml) and MeOH (100 ml) was added carefully 10% Pd/C (1.3 g), the reaction mixture was shaken in Parr apparatus for 5 hs under 30-40 psi of hydrogen, then the solution was passed through a celite pad, the filtrate was concentrated and dried at 50° C. under reduced pressure to give product (11.7 g, 96.55%). LC-MS: m/e 209 (M−1) Starting materials: II (iodine), COC=1C=C(C=CC1)P(C1=CC=CC=C1)(C1=CC=CC=C1)=O ((m-metho xyphenyl)-diphenylphosphine oxide), II (iodine), steel, C(C)(C)[N-]C(C)C.[Li+] (lithium diisopropylamide), O.O.O.O.O.S(=S)(=O)([O-])[O-].[Na+].[Na+] (sodium thiosulphate pentahydrate). Solvent: O1CCCC1 (tetrahydrofuran), O (water), O1CCCC1 (tetrahydrofuran). Run at temperature -78 celsius, time 8 hour. Product: IC1=C(C=CC=C1OC)P(C1=CC=CC=C1)(C1=CC=CC=C1)=O ((2-iodo-3-metho xyphenyl)diphenylphosphine oxide). Isolated yield 75.5%. RXN SMILES: [CH3:1][O:2][C:3]1[CH:4]=[C:5]([P:9](=[O:22])([C:16]2[CH:21]=[CH:20][CH:19]=[CH:18][CH:17]=2)[C:10]2[CH:15]=[CH:14][CH:13]=[CH:12][CH:11]=2)[CH:6]=[CH:7][CH:8]=1.C([N-]C(C)C)(C)C.[Li+].[I:31]I.O.O.O.O.O.S([O-])([O-])(=O)=S.[Na+].[Na+]>O1CCCC1.O>[I:31][C:4]1[C:3]([O:2][CH3:1])=[CH:8][CH:7]=[CH:6][C:5]=1[P:9](=[O:22])([C:16]1[CH:21]=[CH:20][CH:19]=[CH:18][CH:17]=1)[C:10]1[CH:15]=[CH:14][CH:13]=[CH:12][CH:11]=1 |f:1.2,4.5.6.7.8.9.10.11|. Procedure: db) 52.5 g (0.170 mol) of (m-metho xyphenyl)-diphenylphosphine oxide were placed in a 1.5 l four-necked sulphonation flask as described under da) and the apparatus was placed under argon by 3-fold evacuation/filling. Then, 350 ml of dry tetrahydrofuran were allowed to flow in and the solution was cooled to -78° C. 313 ml (0.186 mol) of the lithium diisopropylamide solution prepared under da) were added dropwise within 20 minutes while stirring well, with the temperature being held at ≤-70° C. Th... The reactants are FC(C1=CC=2C(=NC=C(C2)CN)N1)(F)F (1-[2-(Trifluoromethyl)-1H-pyrrolo[2,3-b]pyridin-5-yl]methanamine), FC(C1=CC=2C(=NC=C(C2)CN)N1)(F)F (1-[2-(Trifluoromethyl)-1H-pyrrolo[2,3-b]pyridin-5-yl]methanamine), ClC1=NC=NC(=C1)C(F)(F)F (4-chloro-6-(trifluoromethyl)pyrimidine), CCN(C(C)C)C(C)C (DIPEA). Run in CN1C(CCC1)=O (N-methyl-2-pyrrolidone), C(C)#N (acetonitrile), CS(=O)C (DMSO), C(C)(=O)OCC (ethyl acetate). Yields the product FC(C1=CC(=NC=N1)NCC=1C=C2C(=NC1)NC(=C2)C(F)(F)F)(F)F (6-(Trifluoromethyl)-N-{[2-(trifluoromethyl)-1H-pyrrolo[2,3-b]pyridin-5-yl]methyl}-4-pyrimidinamine). Yield: 33.0%. RXN SMILES: [F:1][C:2]([F:15])([F:14])[C:3]1[NH:13][C:6]2=[N:7][CH:8]=[C:9]([CH2:11][NH2:12])[CH:10]=[C:5]2[CH:4]=1.Cl[C:17]1[CH:22]=[C:21]([C:23]([F:26])([F:25])[F:24])[N:20]=[CH:19][N:18]=1.CCN(C(C)C)C(C)C>CN1CCCC1=O.C(OCC)(=O)C.C(#N)C.CS(C)=O>[F:24][C:23]([F:26])([F:25])[C:21]1[N:20]=[CH:19][N:18]=[C:17]([NH:12][CH2:11][C:9]2[CH:10]=[C:5]3[CH:4]=[C:3]([C:2]([F:1])([F:14])[F:15])[NH:13][C:6]3=[N:7][CH:8]=2)[CH:22]=1. Reported procedure: 1-[2-(Trifluoromethyl)-1H-pyrrolo[2,3-b]pyridin-5-yl]methanamine (Intermediate 5, 130 mg, 0.604 mmol), 4-chloro-6-(trifluoromethyl)pyrimidine (165 mg, 0.906 mmol) and DIPEA (0.211 mL, 1.208 mmol) in N-methyl-2-pyrrolidone (2 mL) were stirred at 150° C. for 1 hour in the microwave. The reaction mixture was diluted with ethyl acetate (25 mL) and washed with water (10 mL), brine (10 mL), water (10 mL) and brine (10 mL). The organic layer was dried (sodium sulfate), filtered and concentrated under r... Starting materials: CSCCO, [H-], COC(=O)C(=C1NCCCS1)[N+](=O)[O-], [Na+], C1CCOC1. The product is O=C(O)C(=C1NCCCS1)[N+](=O)[O-]. RXN SMILES: [CH3:1][S:2][CH2:3][CH2:4][OH:5].[H-:6].[N+:8](=[O:9])([O-:10])[C:11]([C:12](=[O:13])[O:14][CH3:15])=[C:16]1[S:17][CH2:18][CH2:19][CH2:20][NH:21]1.[Na+:7].[O:22]1[CH2:23][CH2:24][CH2:25][CH2:26]1>>[N+:8](=[O:9])([O-:10])[C:11]([C:12](=[O:13])[OH:14])=[C:16]1[S:17][CH2:18][CH2:19][CH2:20][NH:21]1. Reactants: C1(CCCCC1)CN (cyclohexanemethylamine), COC(CC(C)=O)=O (3-oxo-butyric acid methyl ester), COC(C#C)=O (Propynoic acid methyl ester). The solvent is CO (MeOH). Product: COC(C=CC(C(=O)OC)=C(C)NCC1CCCCC1)=O (4-[1-(Cyclohexylmethyl-amino)-ethylidene]-pent-2-enedioic acid dimethyl ester). The yield is 80.5%. RXN SMILES: [CH:1]1([CH2:7][NH2:8])[CH2:6][CH2:5][CH2:4][CH2:3][CH2:2]1.[CH3:9][O:10][C:11](=[O:16])[CH2:12][C:13](=O)[CH3:14].[CH3:17][O:18][C:19](=[O:22])[C:20]#[CH:21]>CO>[CH3:17][O:18][C:19](=[O:22])[CH:20]=[CH:21][C:12](=[C:13]([NH:8][CH2:7][CH:1]1[CH2:6][CH2:5][CH2:4][CH2:3][CH2:2]1)[CH3:14])[C:11]([O:10][CH3:9])=[O:16]. Reported procedure: A mixture of cyclohexanemethylamine (3 g, 26.5 mmol) and 3-oxo-butyric acid methyl ester (3.5 mL, 31.8 mmol) in MeOH (100 mL) was refluxed for 2 h. Propynoic acid methyl ester (3.6 mL, 39.8 mmol) was added, and the resulting mixture was refluxed for 2 days. After cooling to r.t., the solvent was evaporated, and the crude oil was recrystallized from MeOH to give 6.3 g of the title compound as a light tan solid. 1H NMR (CDCl3, 200 MHz): δ=10.73 (br s, 1H), 7.76 (d, 1H, J=15.4 Hz), 6.06 (d, 1H, J=1...